Dataset: the Open Reaction Database (ORD), a public repository of structured organic reaction records. Task: describe an organic reaction: reactants, conditions, products, and yield Reactants: CCCCCCCCCCCC(CC1OC(=O)C1CCCCCC)O[Si](C)(C)C(C)(C)C, CO. Yields the product CCCCCCCCCCCC(O)CC1OC(=O)C1CCCCCC. Reaction SMILES: [C:1]([Si:2]([CH3:3])([CH3:4])[O:6][CH:7]([CH2:8][CH:9]1[CH:10]([CH2:14][CH2:15][CH2:16][CH2:17][CH2:18][CH3:19])[C:11](=[O:13])[O:12]1)[CH2:20][CH2:21][CH2:22][CH2:23][CH2:24][CH2:25][CH2:26][CH2:27][CH2:28][CH2:29][CH3:30])([CH3:5])([CH3:31])[CH3:32].[CH3:33][OH:34]>>[OH:6][CH:7]([CH2:8][CH:9]1[CH:10]([CH2:14][CH2:15][CH2:16][CH2:17][CH2:18][CH3:19])[C:11](=[O:13])[O:12]1)[CH2:20][CH2:21][CH2:22][CH2:23][CH2:24][CH2:25][CH2:26][CH2:27][CH2:28][CH2:29][CH3:30]. Reactants: N(C1=CC=CC=C1)C1=NC(=NC=C1COCC)NC1=CC=C(C=C1)OCC(CN(C)C)O (4-Anilino-5-(ethoxymethyl)-2-{4-[2-hydroxy-3-(N,N-dimethylamino)propoxy]anilino}pyrimidine), C(CO)O (ethylene glycol), Cl (hydrogen chloride). Conditions: temperature 100 celsius. Yields the product N(C1=CC=CC=C1)C1=NC(=NC=C1COCCO)NC1=CC=C(C=C1)OCC(CN(C)C)O (4-Anilino-5-[(2-hydroxyethoxy)methyl]-2-{4-[2-hydroxy-3-(N,N-dimethylamino)propoxy]anilino}pyrimidine). RXN SMILES: [NH:1]([C:8]1[C:13]([CH2:14][O:15][CH2:16][CH3:17])=[CH:12][N:11]=[C:10]([NH:18][C:19]2[CH:24]=[CH:23][C:22]([O:25][CH2:26][CH:27]([OH:32])[CH2:28][N:29]([CH3:31])[CH3:30])=[CH:21][CH:20]=2)[N:9]=1)[C:2]1[CH:7]=[CH:6][CH:5]=[CH:4][CH:3]=1.Cl.C(O)C[OH:36]>>[NH:1]([C:8]1[C:13]([CH2:14][O:15][CH2:16][CH2:17][OH:36])=[CH:12][N:11]=[C:10]([NH:18][C:19]2[CH:20]=[CH:21][C:22]([O:25][CH2:26][CH:27]([OH:32])[CH2:28][N:29]([CH3:31])[CH3:30])=[CH:23][CH:24]=2)[N:9]=1)[C:2]1[CH:7]=[CH:6][CH:5]=[CH:4][CH:3]=1. Procedure: 4-Anilino-5-(ethoxymethyl)-2-{4-[2-hydroxy-3-(N,N-dimethylamino)propoxy]anilino}pyrimidine (Example 86, 70 mg, 0. 16 mmol) was dissolved in ethylene glycol (2 ml). Ethereal hydrogen chloride (1.0M; 0.32 ml, 0.32 mmol) was added, and the solution was heated at 100° C. for 20 hours. Volatile material was removed by evaporation and the residue was triturated with diethyl ether, giving the product as a dihydrochloride salt (43 mg). NMR (CDCl3): 2.34 (s, 6H), 2.3-2.6 (m, 2H), 3.63 (t, 2H), 3.73 (s, 1... Reaction SMILES: [CH3:30][CH2:31][O:32][CH2:33][CH3:34].[Cl:1][c:2]1[cH:3][c:4]([CH:8]2[CH:9]([c:23]3[cH:24][cH:25][c:26]([Cl:29])[cH:27][cH:28]3)[N:10]([CH:15]([C:16](=[O:17])[O:18][CH2:19][CH3:20])[CH2:21][CH3:22])[C:11](=[O:14])[CH2:12][CH2:13]2)[cH:5][cH:6][cH:7]1>>[Cl:1][c:2]1[cH:3][c:4]([CH:8]2[CH:9]([c:23]3[cH:24][cH:25][c:26]([Cl:29])[cH:27][cH:28]3)[N:10]([CH:15]([CH2:16][OH:17])[CH2:21][CH3:22])[C:11](=[O:14])[CH2:12][CH2:13]2)[cH:5][cH:6][cH:7]1. The product is CCC(CO)N1C(=O)CCC(c2cccc(Cl)c2)C1c1ccc(Cl)cc1. Reactants: CCOCC, CCOC(=O)C(CC)N1C(=O)CCC(c2cccc(Cl)c2)C1c1ccc(Cl)cc1. The reactants are solution, C(CCC)[Li] (butyllithium), C(CCC)OCCO (2-butoxyethanol), O1CCCC1 (tetrahydrofuran), C(C=C)#N (acrylonitrile), C(C=C)#N (acrylonitrile), O (water). The solvent is CCCCCC (hexane). Conditions: temperature 10 celsius, time 5 minute. The product is C(CCC)OCCOCCC(=O)O (3-(2-butoxyethoxy)propionic acid). The yield is 53.0%. As a reaction SMILES: C([Li])CCC.[CH2:6]([O:10][CH2:11][CH2:12][OH:13])[CH2:7][CH2:8][CH3:9].C(#N)C=C.[OH2:18].[O:19]1[CH2:23][CH2:22][CH2:21]C1>CCCCCC>[CH2:6]([O:10][CH2:11][CH2:12][O:13][CH2:21][CH2:22][C:23]([OH:19])=[O:18])[CH2:7][CH2:8][CH3:9]. Procedure: 2 ml (3.2 mmol, 10 mol %) of a 1.6N solution of butyllithium in hexane are added dropwise, under N2, at 10° C. to a solution of 3.8 g (32 mmol) of 2-butoxyethanol in 2 ml of tetrahydrofuran. The solution is stirred for 5 minutes at 10° C. Then 2.5 ml (38 mmol) of acrylonitrile are added. The reaction mixture is heated to 55° C. and stirred for 2.5 hours at this temperature. Then a further 0.25 ml (3.8 mmol) of acrylonitrile is added and the mixture is stirred for another hour at 55° C. The react... Reactants: BrB(Br)Br, ClCCl, N#N, CCC(=C(c1ccc(C=CC(=O)O)cc1)c1ccc2[nH]ncc2c1)c1cccc(OC)c1. The product is CCC(=C(c1ccc(C=CC(=O)O)cc1)c1ccc2[nH]ncc2c1)c1cccc(O)c1. RXN SMILES: [B:35]([Br:36])([Br:37])[Br:38].[Cl:39][CH2:40][Cl:41].[N:1]#[N:2].[nH:3]1[n:4][cH:5][c:6]2[cH:7][c:8]([C:12](=[C:13]([CH2:14][CH3:15])[c:16]3[cH:17][c:18]([O:22][CH3:23])[cH:19][cH:20][cH:21]3)[c:24]3[cH:25][cH:26][c:27]([CH:30]=[CH:31][C:32](=[O:33])[OH:34])[cH:28][cH:29]3)[cH:9][cH:10][c:11]12>>[nH:3]1[n:4][cH:5][c:6]2[cH:7][c:8]([C:12](=[C:13]([CH2:14][CH3:15])[c:16]3[cH:17][c:18]([OH:22])[cH:19][cH:20][cH:21]3)[c:24]3[cH:25][cH:26][c:27]([CH:30]=[CH:31][C:32](=[O:33])[OH:34])[cH:28][cH:29]3)[cH:9][cH:10][c:11]12. Starting materials: CN1C=NC=C1 (1-methylimidazole), C(CCCCCCCCCCCCCCCCC)N(C)C (octadecyl dimethylamine), C(CCCCCCCCCCCCCCC)N(C)C (hexadecyldimethylamine), CN1CCN(CC1)CCN(C)C (N-methyl-4-(2 dimethylaminoethyl)piperazine), CN(CCN1CCOCC1)C ((2-dimethylaminoethyl) morpholine). The product is CN1C(CN(CC1)C)C (1,2,4-trimethylpiperazine). Reaction SMILES: CN1C=CN=C1.CN1CCN(CCN(C)C)CC1.[CH3:19][N:20]([CH3:29])[CH2:21][CH2:22][N:23]1[CH2:28][CH2:27]OC[CH2:24]1.C(N(C)C)CCCCCCCCCCCCCCCCC.C(N(C)C)CCCCCCCCCCCCCCC>>[CH3:24][N:23]1[CH2:22][CH2:21][N:20]([CH3:29])[CH2:19][CH:28]1[CH3:27]. Procedure details: 1-methylimidazole; N-methyl-4-(2 dimethylaminoethyl)piperazine; N,N,N-tris (dimethylaminopropyl) synhexahydrotriazine; N (2-dimethylaminoethyl) morpholine; octadecyl dimethylamine; hexadecyldimethylamine and the like.